describe an organic reaction: reactants, conditions, products, and yield From a dataset of the Open Reaction Database (ORD), a public repository of structured organic reaction records. Reactants: Cc1ccc(C(=O)c2ccccc2Nc2nc(S(C)(=O)=O)ncc2C#N)cc1, COc1cc(N)cc(OC)c1OC, CCO, CCOCC, Cl. Yields the product COc1cc(Nc2ncc(C#N)c(Nc3ccccc3C(=O)c3ccc(C)cc3)n2)cc(OC)c1OC. As a reaction SMILES: [CH3:1][c:2]1[cH:3][cH:4][c:5]([C:6](=[O:7])[c:8]2[c:9]([NH:14][c:15]3[n:16][c:17]([S:23]([CH3:24])(=[O:25])=[O:26])[n:18][cH:19][c:20]3[C:21]#[N:22])[cH:10][cH:11][cH:12][cH:13]2)[cH:27][cH:28]1.[CH3:29][O:30][c:31]1[cH:32][c:33]([NH2:34])[cH:35][c:36]([O:40][CH3:41])[c:37]1[O:38][CH3:39].[CH3:43][CH2:44][OH:45].[CH3:46][CH2:47][O:48][CH2:49][CH3:50].[ClH:42]>>[CH3:1][c:2]1[cH:3][cH:4][c:5]([C:6](=[O:7])[c:8]2[c:9]([NH:14][c:15]3[n:16][c:17]([NH:34][c:33]4[cH:32][c:31]([O:30][CH3:29])[c:37]([O:38][CH3:39])[c:36]([O:40][CH3:41])[cH:35]4)[n:18][cH:19][c:20]3[C:21]#[N:22])[cH:10][cH:11][cH:12][cH:13]2)[cH:27][cH:28]1. Reactants: Cl.C(CCCC)(OC)=N (methyl valerimidate hydrochloride), CN(C=O)C (dimethylformamide), NCC1=CC=C(C(=O)O)C=C1 (4-(aminomethyl)benzoic acid). Solvent: C(C)N(CC)CC (triethylamine), C(C)N(CC)CC (Triethylamine). Conditions: temperature 65 celsius, time 1 hour. The product is N=C(CCCC)NCC1=CC=C(C(=O)O)C=C1 (N-(1-iminopentyl)-4-(aminomethyl)benzoic acid). Yield: 92.8%. As a reaction SMILES: Cl.[C:2](=[NH:9])(OC)[CH2:3][CH2:4][CH2:5][CH3:6].CN(C)C=O.[NH2:15][CH2:16][C:17]1[CH:25]=[CH:24][C:20]([C:21]([OH:23])=[O:22])=[CH:19][CH:18]=1>C(N(CC)CC)C>[NH:9]=[C:2]([NH:15][CH2:16][C:17]1[CH:18]=[CH:19][C:20]([C:21]([OH:23])=[O:22])=[CH:24][CH:25]=1)[CH2:3][CH2:4][CH2:5][CH3:6] |f:0.1|. Procedure details: A 22 L, three-necked round bottom flask equipped with an air-powered mechanical stirrer was placed under a nitrogen atmosphere. The vessel was charged with methyl valerimidate hydrochloride (2.5 kg, 16 mol) and dimethylformamide (9.2 L). A thermometer was attached and the suspension cooled to 0°-15° C. with a cooling bath. Triethylamine (2.3 L) was added to the reaction at such a rate so that the internal temperature did not exceed 25° C. The cooling was stopped and the reaction was allowed to s... Reactants: C(C)(=O)OCCC1=CC=C(C=C1)NC(C)=O (2-(4-Acetamidophenyl)ethyl acetate), [OH-].[Na+] (NaOH). The solvent is CO (methanol). Yields the product OCCC1=CC=C(NC(C)=O)C=C1 (4'-(2-Hydroxyethyl)acetanilide). Isolated yield 115.4%. Reaction SMILES: C([O:4][CH2:5][CH2:6][C:7]1[CH:12]=[CH:11][C:10]([NH:13][C:14](=[O:16])[CH3:15])=[CH:9][CH:8]=1)(=O)C.[OH-].[Na+]>CO>[OH:4][CH2:5][CH2:6][C:7]1[CH:12]=[CH:11][C:10]([NH:13][C:14](=[O:16])[CH3:15])=[CH:9][CH:8]=1 |f:1.2|. Procedure details: A solution of the product from step (b) (55.3 g) in methanol (250 ml) and 1N aqu. NaOH (500 ml) was stirred at room temperature for 1 hour. The methanol was evaporated in vacuo and the remaining aqueous solution adjusted to pH 4 (2N aqu. HCl), saturated with NaCl, and extracted with ethyl acetate (×3). The combined extracts were washed with water and brine, dried over MgSO4 and evaporated in vacuo to give a brown oil which was flash chromatographed through a silica column using ethyl acetate and... The reactants are NC=1SC(=C(C1C#N)C)C (2-amino-4,5-dimethylthiophene-3-carbonitrile), S(=O)(=O)(N)N (sulfamide). Solvent: O1CCOCC1 (1,4-dioxane). The product is S(N)(=O)(=O)NC=1SC(=C(C1C#N)C)C (2-sulfamoylamino-4,5-dimethylthiophene-3-carbonitrile). The yield is 19.7%. As a reaction SMILES: [NH2:1][C:2]1[S:3][C:4]([CH3:10])=[C:5]([CH3:9])[C:6]=1[C:7]#[N:8].[S:11](N)([NH2:14])(=[O:13])=[O:12]>O1CCOCC1>[S:11]([NH:1][C:2]1[S:3][C:4]([CH3:10])=[C:5]([CH3:9])[C:6]=1[C:7]#[N:8])(=[O:13])(=[O:12])[NH2:14]. Procedure: To a solution of 2-amino-4,5-dimethylthiophene-3-carbonitrile (Example 4b) (1.0 g, 6.57 mmol) in 1,4-dioxane (50 mL) was added sulfamide (3.87 g, 40.30 mmol). The reaction mixture was heated to reflux for 24 hr, after cooled to room temperature, the solvent was removed under reduced pressure and the residue was purified by chromatography on silica gel eluting with EtOAc/Hexanes (2:3) to give 300 mg of product as a dark red oil. 1H NMR (400 MHz, DMSO-d6) δ 2.09 (3, 3H), 2.26 (s, 3H), 7.32 (s, 2H)... The reactants are Cl(=O)(=O)(=O)[O-].CC1=CC=CC2=[N+]1C1=CC=CC=C1C2(C)C (6,10,10-Trimethylpyrido[1,2-a]indolium perchlorate), N(C1=CC=CC=C1)C=C1C(N(C(N(C1=O)CC)=S)CC)=O (5-anilinomethylene-1,3-diethyl-2-thiobarbituric acid), CN(C(N(C)C)=N)C (Tetramethylguanidine). Run in C(C)#N (acetonitrile). Conditions: time 8 hour. Yields the product C(C)N1C(=S)N(C(=O)C(C1=O)=CC=C1C=CC=C2N1C1=CC=CC=C1C2(C)C)CC (1,3-Diethyl-5[(6,10-dihydro-10,10-dimethylpyrido[1,2-a]indol-6-ylidene)ethylidene]-2-thiobarbituric acid). Reaction SMILES: Cl([O-])(=O)(=O)=O.[CH3:6][C:7]1[N+:12]2[C:13]3[C:18]([C:19]([CH3:21])([CH3:20])[C:11]=2[CH:10]=[CH:9][CH:8]=1)=[CH:17][CH:16]=[CH:15][CH:14]=3.N([CH:29]=[C:30]1[C:35](=[O:36])[N:34]([CH2:37][CH3:38])[C:33](=[S:39])[N:32]([CH2:40][CH3:41])[C:31]1=[O:42])C1C=CC=CC=1.CN(C)C(=N)N(C)C>C(#N)C>[CH2:37]([N:34]1[C:35](=[O:36])[C:30](=[CH:29][CH:6]=[C:7]2[N:12]3[C:13]4[C:18]([C:19]([CH3:21])([CH3:20])[C:11]3=[CH:10][CH:9]=[CH:8]2)=[CH:17][CH:16]=[CH:15][CH:14]=4)[C:31](=[O:42])[N:32]([CH2:40][CH3:41])[C:33]1=[S:39])[CH3:38] |f:0.1|. Procedure details: 6,10,10-Trimethylpyrido[1,2-a]indolium perchlorate (0.62 g.) and 5-anilinomethylene-1,3-diethyl-2-thiobarbituric acid (0.6 g.) are dissolved in acetonitrile. Tetramethylguanidine (0.23 g.) is added and the reaction mixture is stirred at room temperature overnight. The precipitated dye is filtered off and recrystallized from acetonitrile. The λmax of the product in a mixture of pyridine and methyl alcohol is 513 nm. Reactants: C(C)(C)N(C(C)C)CC (N,N-diisopropylethylamine), C[Si](C)(C)C#C (trimethylsilylacetylene), FC=1C(=C(C(=O)NOCCO)C=C(C1F)C=NOCC(C)(C)O)NC1=C(C=C(C=C1)I)F (3,4-Difluoro-2-(2-fluoro-4-iodophenylamino)-N-(2-hydroxy-ethoxy)-5-[(2-hydroxy-2-methyl-propoxyimino)-methyl]-benzamide). The reagents and catalysts are Cl[Pd]([P](C1=CC=CC=C1)(C2=CC=CC=C2)C3=CC=CC=C3)([P](C4=CC=CC=C4)(C5=CC=CC=C5)C6=CC=CC=C6)Cl ((PPh3)2PdCl2), [Cu](I)I (copper iodide). The solvent is O1CCCC1 (tetrahydrofuran). Reaction conditions: temperature 50 celsius, time 8 hour. The product is FC=1C(=C(C(=O)NOCCO)C=C(C1F)/C=N/OCC(C)(C)O)NC1=C(C=C(C=C1)C#C[Si](C)(C)C)F ((E)-3,4-difluoro-2-(2-fluoro-4-trimethylsilanylethynyl-phenylamino)-N-(2-hydroxy-ethoxy)-5-[(2-hydroxy-2-methylpropoxyimino)-methyl]-benzamide). As a reaction SMILES: [F:1][C:2]1[C:3]([NH:24][C:25]2[CH:30]=[CH:29][C:28](I)=[CH:27][C:26]=2[F:32])=[C:4]([CH:12]=[C:13]([CH:16]=[N:17][O:18][CH2:19][C:20]([OH:23])([CH3:22])[CH3:21])[C:14]=1[F:15])[C:5]([NH:7][O:8][CH2:9][CH2:10][OH:11])=[O:6].C(N(CC)C(C)C)(C)C.[CH3:42][Si:43]([C:46]#[CH:47])([CH3:45])[CH3:44]>O1CCCC1.Cl[Pd](Cl)([P](C1C=CC=CC=1)(C1C=CC=CC=1)C1C=CC=CC=1)[P](C1C=CC=CC=1)(C1C=CC=CC=1)C1C=CC=CC=1.[Cu](I)I>[F:1][C:2]1[C:3]([NH:24][C:25]2[CH:30]=[CH:29][C:28]([C:47]#[C:46][Si:43]([CH3:45])([CH3:44])[CH3:42])=[CH:27][C:26]=2[F:32])=[C:4]([CH:12]=[C:13](/[CH:16]=[N:17]/[O:18][CH2:19][C:20]([OH:23])([CH3:22])[CH3:21])[C:14]=1[F:15])[C:5]([NH:7][O:8][CH2:9][CH2:10][OH:11])=[O:6] |^1:55,74|. Procedure details: 3,4-Difluoro-2-(2-fluoro-4-iodophenylamino)-N-(2-hydroxy-ethoxy)-5-[(2-hydroxy-2-methyl-propoxyimino)-methyl]-benzamide (14.6 mg, 0.025 mmol) prepared in Example 12 was dissolved in anhydrous tetrahydrofuran (2.0 ml). Next, (PPh3)2PdCl2 (20,867-1, Sigma-Aldrich, Inc.) (1.0 mg, 0.00127 mmol), copper iodide (2.0 mg, 0.0094 mmol), N,N-diisopropylethylamine (10 μL, 0.057 mmol), and trimethylsilylacetylene (35 μL, 0.25 mmol) were added thereto at room temperature, and the mixture was stirred at 50° C... Starting materials: C1CCC(CC1)N=C=NC2CCCCC2 (DCC), FC1=C(C=CC(=C1F)O)C1=NC=C(C=N1)C=1C=NC(=CC1)OCCCCCCCC (2-(2,3-difluoro-4-hydroxyphenyl)-5-(6-octyloxypyridin-3-yl)pyrimidine), C(CCCCCC)(=O)O (heptanoic acid). The reagents and catalysts are CN(C)C=1C=CN=CC1 (DMAP). The solvent is ClCCl (dichloromethane). Conditions: time 8 hour. Product: C(CCCCCC)(=O)OC1=C(C(=C(C=C1)C1=NC=C(C=N1)C=1C=NC(=CC1)OCCCCCCCC)F)F (2,3-difluoro-4-[5-(6-octyloxypyridin-3-yl)pyrimidin-2-yl]phenyl heptanoate). The yield is 79.3%. Reaction SMILES: C1CCC(N=C=NC2CCCCC2)CC1.[F:16][C:17]1[C:22]([F:23])=[C:21]([OH:24])[CH:20]=[CH:19][C:18]=1[C:25]1[N:30]=[CH:29][C:28]([C:31]2[CH:32]=[N:33][C:34]([O:37][CH2:38][CH2:39][CH2:40][CH2:41][CH2:42][CH2:43][CH2:44][CH3:45])=[CH:35][CH:36]=2)=[CH:27][N:26]=1.[C:46](O)(=[O:53])[CH2:47][CH2:48][CH2:49][CH2:50][CH2:51][CH3:52]>CN(C1C=CN=CC=1)C.ClCCl>[C:46]([O:24][C:21]1[CH:20]=[CH:19][C:18]([C:25]2[N:30]=[CH:29][C:28]([C:31]3[CH:32]=[N:33][C:34]([O:37][CH2:38][CH2:39][CH2:40][CH2:41][CH2:42][CH2:43][CH2:44][CH3:45])=[CH:35][CH:36]=3)=[CH:27][N:26]=2)=[C:17]([F:16])[C:22]=1[F:23])(=[O:53])[CH2:47][CH2:48][CH2:49][CH2:50][CH2:51][CH3:52]. Reported procedure: 2.7 mmol of DCC are introduced at room temperature into 50 ml of dichloromethane, and 2.4 mmol of 2-(2,3-difluoro-4-hydroxyphenyl)-5-(6-octyloxypyridin-3-yl)pyrimidine, 2.7 mmol of heptanoic acid and 0.24 mmol of DMAP are added. The reaction mixture is left to stand overnight with exclusion of light, precipitated dicyclohexylurea is then filtered off, and the solvent is removed in vacuo. The crude product is chromatographed on silica gel 60 using dichloromethane/ethyl acetate 20:1 (v/v) as eluen...